Dataset: the Open Reaction Database (ORD), a public repository of structured organic reaction records. Task: describe an organic reaction: reactants, conditions, products, and yield Reactants: CC(C)(C)[Si](Cl)(c1ccccc1)c1ccccc1, CC(C)(C)[Si](C)(C)Oc1ccc(F)c(O)c1, CN(C)C=O, c1c[nH]cn1. Product: CC(C)(C)[Si](C)(C)Oc1ccc(F)c(O[Si](c2ccccc2)(c2ccccc2)C(C)(C)C)c1. RXN SMILES: [C:17]([CH3:18])([CH3:19])([CH3:20])[Si:21]([c:22]1[cH:23][cH:24][cH:25][cH:26][cH:27]1)([c:28]1[cH:29][cH:30][cH:31][cH:32][cH:33]1)[Cl:34].[C:1]([CH3:2])([CH3:3])([CH3:4])[Si:5]([O:6][c:7]1[cH:8][cH:9][c:10]([F:14])[c:11]([OH:13])[cH:12]1)([CH3:15])[CH3:16].[O:40]=[CH:41][N:42]([CH3:43])[CH3:44].[nH:35]1[cH:36][cH:37][n:38][cH:39]1>>[C:1]([CH3:2])([CH3:3])([CH3:4])[Si:5]([O:6][c:7]1[cH:8][cH:9][c:10]([F:14])[c:11]([O:13][Si:21]([C:17]([CH3:18])([CH3:19])[CH3:20])([c:22]2[cH:23][cH:24][cH:25][cH:26][cH:27]2)[c:28]2[cH:29][cH:30][cH:31][cH:32][cH:33]2)[cH:12]1)([CH3:15])[CH3:16]. Reported procedure: To solution of the 4-fluoro-3-(6-isopropyl-quinolin-8-yl)-benzoic acid from Step 2 (1.0 eq), EDCI (1.1 eq) and DMAP (1.1 eq) in CH2Cl2 (0.07M) was added 2-amino-1-methyl-1,5-dihydro-imidazol-4-one (1.1 eq). The resulting mixture was stirred for 12 h, poured in saturated aqueous NaHCO3 and extracted with EtOAc (2×). The combined organic extracts were washed with brine, dried over MgSO4, filtered and concentrated. Flash chromatography (EtOAc) afforded the compound as a white solid. Run at time 12 hour. Reagents/catalysts: CN(C)C=1C=CN=CC1 (DMAP). Product: FC1=C(C=C(C(=O)NC=2N(CC(N2)=O)C)C=C1)C=1C=C(C=C2C=CC=NC12)C(C)C (4-Fluoro-3-(6-isopropyl-quinolin-8-yl)-N-(1-methyl-4-oxo-4,5-dihydro-1H imidazol-2-yl)-benzamide). The reactants are FC1=C(C=C(C(=O)O)C=C1)C=1C=C(C=C2C=CC=NC12)C(C)C (4-Fluoro-3-(6-isopropyl-quinolin-8-yl)-benzoic acid), CCN=C=NCCCN(C)C (EDCI), NC=1N(CC(N1)=O)C (2-amino-1-methyl-1,5-dihydro-imidazol-4-one). As a reaction SMILES: [F:1][C:2]1[CH:10]=[CH:9][C:5]([C:6](O)=[O:7])=[CH:4][C:3]=1[C:11]1[CH:12]=[C:13]([CH:21]([CH3:23])[CH3:22])[CH:14]=[C:15]2[C:20]=1[N:19]=[CH:18][CH:17]=[CH:16]2.CCN=C=NCCCN(C)C.[NH2:35][C:36]1[N:37]([CH3:42])[CH2:38][C:39](=[O:41])[N:40]=1>CN(C1C=CN=CC=1)C.C(Cl)Cl.C([O-])(O)=O.[Na+]>[F:1][C:2]1[CH:10]=[CH:9][C:5]([C:6]([NH:35][C:36]2[N:37]([CH3:42])[CH2:38][C:39](=[O:41])[N:40]=2)=[O:7])=[CH:4][C:3]=1[C:11]1[CH:12]=[C:13]([CH:21]([CH3:22])[CH3:23])[CH:14]=[C:15]2[C:20]=1[N:19]=[CH:18][CH:17]=[CH:16]2 |f:5.6|. The solvent is C(Cl)Cl (CH2Cl2), C(=O)(O)[O-].[Na+] (NaHCO3). Yields the product C(C)OC=1C(=C(C(=O)N)C=C(C1)C1NC(NC(=C1C1=CC=CC=C1)C1=CC=CC=C1)=O)O (3-ethoxy-2-hydroxy-5-(2-oxo-5,6-diphenyl-1,2,3,4-tetrahydropyrimidin-4-yl)benzamide). The reactants are C(C)OC=1C(=C(C(=O)O)C=C(C1)C1NC(NC(=C1C1=CC=CC=C1)C1=CC=CC=C1)=O)O (3-ethoxy-2-hydroxy-5-(2-oxo-5,6-diphenyl-1,2,3,4-tetrahydropyrimidin-4-yl)benzoic acid), C=1C=CC2=C(C1)N=NN2O (HOBT), CN1CCOCC1 (NMM), [NH4+].[Cl-] (NH4Cl), CCN=C=NCCCN(C)C (EDCI). Reported procedure: A mixture of Compound 77 (described previously) (280 mg, 0.65 mmol), NH4Cl (41 mg, 0.78 mmol), EDCI (149 mg, 0.78 mmol), HOBT (105 mg, 0.78 mmol), and NMM (0.29 mL, 2.6 mmol) in DMF (5 mL) was stirred at room temperature for two hours. LCMS showed most of the starting material was consumed. 100 mL of a mixture of EtOAc and MeOH (v/v=10:1) was added to dilute the mixture. The organic layer was washed with brine (20 mL×2), dried over Na2SO4, filtered, concentrated, and purified by preparative HPLC... Run in CN(C)C=O (DMF). Yield: 16.4%. As a reaction SMILES: [CH2:1]([O:3][C:4]1[C:5]([OH:32])=[C:6]([CH:10]=[C:11]([CH:13]2[C:18]([C:19]3[CH:24]=[CH:23][CH:22]=[CH:21][CH:20]=3)=[C:17]([C:25]3[CH:30]=[CH:29][CH:28]=[CH:27][CH:26]=3)[NH:16][C:15](=[O:31])[NH:14]2)[CH:12]=1)[C:7]([OH:9])=O)[CH3:2].[NH4+].[Cl-].CC[N:37]=C=NCCCN(C)C.C1C=CC2N(O)N=NC=2C=1.CN1CCOCC1>CN(C=O)C>[CH2:1]([O:3][C:4]1[C:5]([OH:32])=[C:6]([CH:10]=[C:11]([CH:13]2[C:18]([C:19]3[CH:24]=[CH:23][CH:22]=[CH:21][CH:20]=3)=[C:17]([C:25]3[CH:30]=[CH:29][CH:28]=[CH:27][CH:26]=3)[NH:16][C:15](=[O:31])[NH:14]2)[CH:12]=1)[C:7]([NH2:37])=[O:9])[CH3:2] |f:1.2|. Run at time 2 hour. Reactants: O1C(=CC=C1)C(C)(O)C1=CC=CC=C1 ((±) 1-(2-Furyl)-1-phenylethanol), O.NN (hydrazine hydrate), C(=O)O (Formic acid). Solvent: C(C)O (ethanol). Reaction conditions: time 1 hour. The product is C1(=CC=CC=C1)C(C)C=1N=NC=CC1 (3-(1-phenylethyl)pyridazine). Reaction SMILES: O1[CH:5]=[CH:4][CH:3]=[C:2]1[C:6]([C:9]1[CH:14]=[CH:13][CH:12]=[CH:11][CH:10]=1)(O)[CH3:7].C(O)=O.O.[NH2:19][NH2:20]>C(O)C>[C:9]1([CH:6]([C:2]2[N:19]=[N:20][CH:5]=[CH:4][CH:3]=2)[CH3:7])[CH:14]=[CH:13][CH:12]=[CH:11][CH:10]=1 |f:2.3|. Procedure: (±) 1-(2-Furyl)-1-phenylethanol (43 g.) was dissolved in a solution of hydrazine hydrate (25 ml.) in ethanol (100 ml.). Formic acid (23 ml.) was added to the solution cautiously in portions and the heterogeneous mixture was heated at reflux on a steam bath for 4 hours. After 1 hour the mixture became homogeneous. The solution was evaporated to low volume and the residue was digested with a mixture of diethyl ether (100 ml.) and water (200 ml.). Dilute sodium hydroxide solution was added to adjus... As a reaction SMILES: [C:1]([NH2:2])(=[O:3])[CH:4]([CH2:5][c:6]1[cH:7][cH:8][c:9]([O:26][CH3:27])[c:10]([C:11](=[O:12])[NH:13][CH2:14][c:15]2[cH:16][cH:17][c:18]([C:21]([F:22])([F:23])[F:24])[cH:19][cH:20]2)[cH:25]1)[S:28][CH3:29].[CH2:41]([Cl:42])[Cl:43].[OH:30][O:31][C:32]([c:33]1[cH:34][c:35]([Cl:36])[cH:37][cH:38][cH:39]1)=[O:40]>>[C:1]([NH2:2])(=[O:3])[CH:4]([CH2:5][c:6]1[cH:7][cH:8][c:9]([O:26][CH3:27])[c:10]([C:11](=[O:12])[NH:13][CH2:14][c:15]2[cH:16][cH:17][c:18]([C:21]([F:22])([F:23])[F:24])[cH:19][cH:20]2)[cH:25]1)[S:28]([CH3:29])=[O:30]. Product: COc1ccc(CC(C(N)=O)S(C)=O)cc1C(=O)NCc1ccc(C(F)(F)F)cc1. Starting materials: COc1ccc(CC(SC)C(N)=O)cc1C(=O)NCc1ccc(C(F)(F)F)cc1, ClCCl, O=C(OO)c1cccc(Cl)c1. The reactants are CC(C)OC(=O)/N=N/C(=O)OC(C)C (DIAD), ClC=1C(=NC=C(C1)O)C#N (3-chloro-5-hydroxy-pyridine-2-carbonitrile), C1(=CC=CC=C1)P(C1=CC=CC=C1)C1=CC=CC=C1 (triphenylphosphine), FC(CO)F (2,2-difluoro-ethanol). Run in C1CCOC1 (THF). Reaction conditions: temperature 0 celsius, time 10 minute. Product: ClC=1C(=NC=C(C1)OCC(F)F)C#N (3-Chloro-5-(2,2-difluoro-ethoxy)-pyridine-2-carbonitrile). Reaction SMILES: [Cl:1][C:2]1[C:3]([C:9]#[N:10])=[N:4][CH:5]=[C:6]([OH:8])[CH:7]=1.[F:11][CH:12]([F:15])[CH2:13]O.C1(P(C2C=CC=CC=2)C2C=CC=CC=2)C=CC=CC=1.CC(OC(/N=N/C(OC(C)C)=O)=O)C>C1COCC1>[Cl:1][C:2]1[C:3]([C:9]#[N:10])=[N:4][CH:5]=[C:6]([O:8][CH2:13][CH:12]([F:15])[F:11])[CH:7]=1. Reported procedure: To a solution of 3-chloro-5-hydroxy-pyridine-2-carbonitrile [1262860-70-7] (0.200 g, 1.23 mmol) in THF (15 ml) was added at 0° C. 2,2-difluoro-ethanol (0.123 g, 1.48 mmol) and triphenylphosphine (0.484 g, 1.84 mmol). After stirring for 10 min at 0° C. DIAD (0.373 g, 1.84 mmol) was added and the reaction mixture was stirred for 2 h at 0° C. followed by 16 h at 25° C. The reaction mixture was concentrated and the title compound was obtained after CombiFlash chromatography on silica gel (hexane/EtO...